From a dataset of the Open Reaction Database (ORD), a public repository of structured organic reaction records. describe an organic reaction: reactants, conditions, products, and yield The reactants are N1(CCNCC1)CC(=O)N1CCOCC1 (piperazinoacetic acid morpholide), ClC1=C(C(=O)Cl)C=CC=C1 (chlorobenzoyl chloride), C(Cl)Cl (methylene chloride). Run at time 2 hour. Yields the product Cl.ClC1=CC=C(C(=O)N2CCN(CC2)CC(=O)N2CCOCC2)C=C1 (4-(4-Chlorobenzoyl)-piperazin-1-yl-acetic acid morpholide hydrochloride). As a reaction SMILES: [N:1]1([CH2:7][C:8]([N:10]2[CH2:15][CH2:14][O:13][CH2:12][CH2:11]2)=[O:9])[CH2:6][CH2:5][NH:4][CH2:3][CH2:2]1.[Cl:16][C:17]1[CH:25]=[CH:24][CH:23]=[CH:22][C:18]=1[C:19](Cl)=[O:20].C(Cl)[Cl:27]>>[ClH:16].[Cl:27][C:24]1[CH:23]=[CH:22][C:18]([C:19]([N:4]2[CH2:3][CH2:2][N:1]([CH2:7][C:8]([N:10]3[CH2:11][CH2:12][O:13][CH2:14][CH2:15]3)=[O:9])[CH2:6][CH2:5]2)=[O:20])=[CH:17][CH:25]=1 |f:3.4|. Reported procedure: 5 g of piperazinoacetic acid morpholide and 4.2 g of chlorobenzoyl chloride are brought together in 50 ml of methylene chloride at 0° C. The mixture is stirred at room temperature for 2 hours and cooled again to 0° C., whereupon a precipitate separates out, and is recrystallised from isopropanol. Starting materials: C(C1=CC=CC=C1)(=O)OC[C@H]1OC([C@](C1(C)OC(C)=O)(C)F)N1C=2N=CNC(C2N=C1)=O (((2R,4R)-3-acetoxy-4-fluoro-3,4-dimethyl-5-(6-oxo-1H-purin-9(6H)-yl)tetrahydrofuran-2-yl)methyl benzoate), CO (methanol). The solvent is N (ammonia). Product: F[C@]1(C(O[C@@H](C1(C)O)CO)N1C=2N=CNC(C2N=C1)=O)C (9-((3R,5R)-3-fluoro-4-hydroxy-5-(hydroxymethyl)-3,4-dimethyl-tetrahydrofuran-2-yl)-1H-purin-6(9H)-one). Isolated yield 35.0%. RXN SMILES: C([O:9][CH2:10][C@@H:11]1[C:15]([O:17]C(=O)C)([CH3:16])[C@:14]([F:22])([CH3:21])[CH:13]([N:23]2[CH:31]=[N:30][C:29]3[C:28](=[O:32])[NH:27][CH:26]=[N:25][C:24]2=3)[O:12]1)(=O)C1C=CC=CC=1.CO>N>[F:22][C@:14]1([CH3:21])[C:15]([OH:17])([CH3:16])[C@@H:11]([CH2:10][OH:9])[O:12][CH:13]1[N:23]1[CH:31]=[N:30][C:29]2[C:28](=[O:32])[NH:27][CH:26]=[N:25][C:24]1=2. Reported procedure: To a solution of ((2R,4R)-3-acetoxy-4-fluoro-3,4-dimethyl-5-(6-oxo-1H-purin-9(6H)-yl)tetrahydrofuran-2-yl)methyl benzoate (about 0.30 g, 0.67 mmol) in methanolic ammonia (25% w/w, 10 ml) was stirred at room temperature for overnight. Completion of the reaction monitored by thin-layer chromatography, methanol was removed under reduced pressure, water added to the crude and extracted with ethyl acetate. The organic layer was dried over sodium sulphate, concentrated under reduced pressure and purif... Reactants: COC(C1=CC(=CC=C1)CN(C1CCCC1)C1=NC(=NC=C1)C1=CC=C(C=C1)OCC1=CC=CC=C1)=O (3-({[2-(4-benzyloxy-phenyl)-pyrimidin-4-yl]-cyclopentyl-amino}-methyl)-benzoic acid methyl ester). The reagents and catalysts are [Pd] (Pd/C). Run in CO.C(Cl)Cl (MeOH DCM). Reaction conditions: time 2 hour. Yields the product COC(C1=CC(=CC=C1)CN(C1=NC(=NC=C1)C1=CC=C(C=C1)O)C1CCCC1)=O (3-({cyclopentyl-[2-(4-hydroxy-phenyl)-pyrimidin-4-yl]-amino}-methyl)-benzoic acid methyl ester). As a reaction SMILES: [CH3:1][O:2][C:3](=[O:37])[C:4]1[CH:9]=[CH:8][CH:7]=[C:6]([CH2:10][N:11]([C:17]2[CH:22]=[CH:21][N:20]=[C:19]([C:23]3[CH:28]=[CH:27][C:26]([O:29]CC4C=CC=CC=4)=[CH:25][CH:24]=3)[N:18]=2)[CH:12]2[CH2:16][CH2:15][CH2:14][CH2:13]2)[CH:5]=1>[Pd].CO.C(Cl)Cl>[CH3:1][O:2][C:3](=[O:37])[C:4]1[CH:9]=[CH:8][CH:7]=[C:6]([CH2:10][N:11]([CH:12]2[CH2:16][CH2:15][CH2:14][CH2:13]2)[C:17]2[CH:22]=[CH:21][N:20]=[C:19]([C:23]3[CH:28]=[CH:27][C:26]([OH:29])=[CH:25][CH:24]=3)[N:18]=2)[CH:5]=1 |f:2.3|. Reported procedure: To a MeOH-DCM solution (4:1, 4 mL) of 3-({[2-(4-benzyloxy-phenyl)-pyrimidin-4-yl]-cyclopentyl-amino}-methyl)-benzoic acid methyl ester (116 mg, 0.235 mmol) was added 10% Pd/C (25 mg), and the reaction mixture was stirred at room temperature for 2 h under a hydrogen atmosphere (balloon). The mixture was filtered through a pad of Celite and then concentrated. The 3-({cyclopentyl-[2-(4-hydroxy-phenyl)-pyrimidin-4-yl]-amino}-methyl)-benzoic acid methyl ester obtained was used without further purific... The reactants are CC1=C2C[C@H]3N(C[C@H](C(O)=O)C=C3C=3C=CC=C(N1)C32)C (2-methyl-lysergic acid), N1CCCC1 (pyrrolidine), C1(=CC=CC=C1)N=C=O (phenyl isocyanate), OC(=O)[C@H]1CN(C)[C@@H]2CC3=CNC4=CC=CC(C2=C1)=C34 (lysergic acid), N1CCCCC1 (piperidine). The product is C1(=CC=CC=C1)NC(=O)N1CC(C=C2C3=C4C(CC12)=C(NC4=CC=C3)C)C(=O)N3CCCCC3 (5-Methyl-9-(piperidine-1-carbonyl)-6,6a,8,9-tetrahydro-4H-indolo[4,3-fg]quinoline-7-carboxylic acid phenylamide). Reaction SMILES: [CH3:1][C:2]1[NH:19][C:18]2[C:20]3[C:3]=1[CH2:4][C@@H:5]1[C:13]([C:14]=3[CH:15]=[CH:16][CH:17]=2)=[CH:12][C@@H:8]([C:9](=O)[OH:10])[CH2:7][N:6]1[CH3:21].OC([C@@H]1C=C2[C@@H](CC3[C:41]4[C:34](=[CH:35][CH:36]=[CH:37][C:38]2=4)[NH:33]C=3)N(C)C1)=O.[NH:42]1[CH2:47][CH2:46][CH2:45][CH2:44][CH2:43]1.N1CCCC1.C1(N=C=[O:61])C=CC=CC=1>>[C:34]1([NH:33][C:21]([N:6]2[CH:5]3[C:13]([C:14]4[CH:15]=[CH:16][CH:17]=[C:18]5[C:20]=4[C:3](=[C:2]([CH3:1])[NH:19]5)[CH2:4]3)=[CH:12][CH:8]([C:9]([N:42]3[CH2:47][CH2:46][CH2:45][CH2:44][CH2:43]3)=[O:10])[CH2:7]2)=[O:61])[CH:35]=[CH:36][CH:37]=[CH:38][CH:41]=1. Procedure: 5-Methyl-9-(piperidine-1-carbonyl)-6,6a,8,9-tetrahydro-4H-indolo[4,3-fg]quinoline-7-carboxylic acid phenylamide is prepared following similar procedures as described for Example 45 using 2-methyl-lysergic acid (instead of lysergic acid) and piperidine (instead of pyrrolidine) in step 1 and phenyl isocyanate in step 3. MS: 455 (M+H)+